From a dataset of the Open Reaction Database (ORD), a public repository of structured organic reaction records. describe an organic reaction: reactants, conditions, products, and yield The reactants are C1CCOC1, O=S(=O)(F)c1ccccc1S(=O)(=O)N1CCC1, N. RXN SMILES: [CH2:19]1[O:20][CH2:21][CH2:22][CH2:23]1.[N:1]1([S:5](=[O:6])(=[O:7])[c:8]2[c:9]([S:14](=[O:15])(=[O:16])[F:17])[cH:10][cH:11][cH:12][cH:13]2)[CH2:2][CH2:3][CH2:4]1.[NH3:18]>>[N:1]1([S:5](=[O:6])(=[O:7])[c:8]2[c:9]([S:14](=[O:15])(=[O:16])[NH2:18])[cH:10][cH:11][cH:12][cH:13]2)[CH2:2][CH2:3][CH2:4]1. The product is NS(=O)(=O)c1ccccc1S(=O)(=O)N1CCC1.